Dataset: the Open Reaction Database (ORD), a public repository of structured organic reaction records. Task: describe an organic reaction: reactants, conditions, products, and yield Reactants: C(C)(=O)O[BH-](OC(C)=O)OC(C)=O.[Na+] (sodium triacetoxyborohydride), C(CC1=CC=CC=C1)OC1=CC=C(C=C1)CO ((4-Phenethyloxyphenyl)methanol), COC(C1=CC=C(C=C1)C=O)=O (methyl-4-formylbenzoate), CNC1=CC=CC=C1 (N-methylaniline). Run in ClCCCl (1,2-dichloroethane). Run at time 8 hour. Yields the product COC(C1=CC=C(C=C1)CN(C1=CC=CC=C1)C)=O (4-[(methyl-phenyl-amino)-methyl]-benzoic acid methyl ester). Reaction SMILES: C(OC1C=CC(CO)=CC=1)CC1C=CC=CC=1.[CH3:18][O:19][C:20](=[O:29])[C:21]1[CH:26]=[CH:25][C:24]([CH:27]=O)=[CH:23][CH:22]=1.[CH3:30][NH:31][C:32]1[CH:37]=[CH:36][CH:35]=[CH:34][CH:33]=1.C(O[BH-](OC(=O)C)OC(=O)C)(=O)C.[Na+]>ClCCCl>[CH3:18][O:19][C:20](=[O:29])[C:21]1[CH:26]=[CH:25][C:24]([CH2:27][N:31]([CH3:30])[C:32]2[CH:37]=[CH:36][CH:35]=[CH:34][CH:33]=2)=[CH:23][CH:22]=1 |f:3.4|. Procedure details: Following the procedure in J.Org. Chem. 1996, 61 (11), 3849-3862, methyl-4-formylbenzoate (0.821 g, 5.00 mmol) was dissolved in 1,2-dichloroethane (75 ml) at room temperature. N-methylaniline (0.542 ml, 5.00 mmol) was added followed by sodium triacetoxyborohydride (1.484 g, 7.00 mmol). The mixture was allowed to stir at room temperature overnight. The mixture was quenched with saturated sodium bicarbonate solution and extracted with diethyl ether. The organic extracts were dried over anhydrous s... Starting materials: [OH-].[NH4+] (ammonium hydroxide), [OH-].[NH4+] (ammonium hydroxide), Cl(=O)(=O)(=O)[O-].FC=1C=CC=2C=3C4=C([O+]=C(C3NC2C1)C)CC(CC4=O)(C)C (9-fluoro-3,3,6-trimethyl-1-oxo-2,3,4,7-tetrahydro-1H-5-oxonia-7-aza-benzo[c]fluorene perchlorate), O (water). Solvent: C(C)(C)O (isopropanol). Yields the product FC=1C=CC2=C(C1)NC=1C(=NC=3CC(CC(C3C12)=O)(C)C)C (9-Fluoro-3,3,6-trimethyl-2,3,4,7-tetrahydroindolo[2,3-c]quinolin-1-one). Isolated yield 50.0%. As a reaction SMILES: [OH-].[NH4+:2].Cl([O-])(=O)(=O)=O.[F:8][C:9]1[CH:10]=[CH:11][C:12]2[C:13]3[C:14]4[C:26](=[O:27])[CH2:25][C:24]([CH3:29])([CH3:28])[CH2:23][C:15]=4[O+]=[C:17]([CH3:22])[C:18]=3[NH:19][C:20]=2[CH:21]=1.O>C(O)(C)C>[F:8][C:9]1[CH:10]=[CH:11][C:12]2[C:13]3[C:14]4[C:26](=[O:27])[CH2:25][C:24]([CH3:28])([CH3:29])[CH2:23][C:15]=4[N:2]=[C:17]([CH3:22])[C:18]=3[NH:19][C:20]=2[CH:21]=1 |f:0.1,2.3|. Procedure: Aqueous ammonium hydroxide solution (3 mL) was added to a suspension of 9-fluoro-3,3,6-trimethyl-1-oxo-2,3,4,7-tetrahydro-1H-5-oxonia-7-aza-benzo[c]fluorene perchlorate of Example 3b (0.72 g, 1.88 mmol) in isopropanol (2 mL). The reaction mixture was refluxed for 1 h, cooled, and water (5 mL) was added. Aqueous ammonium hydroxide solution was added to the mixture to pH 9. The precipitate was filtered off, washed with water and dried. The crude product was dissolved in acetone, and 37% aqueous hy... Reactants: COC1=C(C(=O)N2C[C@@](CC2)(CCOS(=O)(=O)C)C2=CC(=C(C=C2)Cl)Cl)C=C(C=C1)N1N=NN=C1 ((S)-1-(2-methoxy-5-(1H-tetrazol-1-yl)benzoyl)-3-(3,4-dichlorophenyl)-3-(2-methanesulfonyloxyethyl)pyrrolidine), I.C(C)OCCN1C(=NC2=C1C=CC=C2)N2CCNCCC2 (4-(1-(2-ethoxyethyl)-1H-benzimidazol-2-yl)[1,4]diazepane hydriodic acid salt). Yields the product COC1=C(C(=O)N2C[C@](CC2)(C2=CC(=C(C=C2)Cl)Cl)CCN2CCN(CCC2)C2=NC3=C(N2CCOCC)C=CC=C3)C=C(C=C1)N1N=NN=C1 ((R)-1-(2-Methoxy-5-(1H-tetrazol-1-yl)benzoyl)-3-(2-(4-(1-(2-ethoxyethyl)-1H-benzimidazol-2-yl)[1,4]diazepan-1-yl)ethyl)-3-(3,4-dichlorophenyl)pyrrolidine). As a reaction SMILES: [CH3:1][O:2][C:3]1[CH:30]=[CH:29][C:28]([N:31]2[CH:35]=[N:34][N:33]=[N:32]2)=[CH:27][C:4]=1[C:5]([N:7]1[CH2:11][CH2:10][C@@:9]([C:19]2[CH:24]=[CH:23][C:22]([Cl:25])=[C:21]([Cl:26])[CH:20]=2)([CH2:12][CH2:13]OS(C)(=O)=O)[CH2:8]1)=[O:6].I.[CH2:37]([O:39][CH2:40][CH2:41][N:42]1[C:46]2[CH:47]=[CH:48][CH:49]=[CH:50][C:45]=2[N:44]=[C:43]1[N:51]1[CH2:57][CH2:56][CH2:55][NH:54][CH2:53][CH2:52]1)[CH3:38]>>[CH3:1][O:2][C:3]1[CH:30]=[CH:29][C:28]([N:31]2[CH:35]=[N:34][N:33]=[N:32]2)=[CH:27][C:4]=1[C:5]([N:7]1[CH2:11][CH2:10][C@:9]([CH2:12][CH2:13][N:54]2[CH2:55][CH2:56][CH2:57][N:51]([C:43]3[N:42]([CH2:41][CH2:40][O:39][CH2:37][CH3:38])[C:46]4[CH:47]=[CH:48][CH:49]=[CH:50][C:45]=4[N:44]=3)[CH2:52][CH2:53]2)([C:19]2[CH:24]=[CH:23][C:22]([Cl:25])=[C:21]([Cl:26])[CH:20]=2)[CH2:8]1)=[O:6] |f:1.2|. Reported procedure: Prepare by the method of Example 47.3 using (S)-1-(2-methoxy-5-(1H-tetrazol-1-yl)benzoyl)-3-(3,4-dichlorophenyl)-3-(2-methanesulfonyloxyethyl)pyrrolidine and 4-(1-(2-ethoxyethyl)-1H-benzimidazol-2-yl)[1,4]diazepane hydriodic acid salt to give the title compound. The reactants are C(C)O (ethanol), [N+](=O)([O-])C1=C(N)C=CC=C1CP(=O)(OCC)OCC (2-Nitro-3-(diethylphosphonomethyl)aniline), Cl (HCl), C(C)O (ethanol). The reagents and catalysts are [Pd] (Pd on carbon). Yields the product OCC=1NC2=C(N1)C=CC=C2CP(=O)(O)O (2-Hydroxymethyl-4-phosphonomethylbenzimidazole). Reaction SMILES: [N+:1]([C:4]1[C:10]([CH2:11][P:12]([O:17]CC)([O:14]CC)=[O:13])=[CH:9][CH:8]=[CH:7][C:5]=1[NH2:6])([O-])=O.Cl.[CH2:21]([OH:23])[CH3:22]>[Pd]>[OH:23][CH2:21][C:22]1[NH:1][C:4]2[C:10]([CH2:11][P:12]([OH:14])([OH:17])=[O:13])=[CH:9][CH:8]=[CH:7][C:5]=2[N:6]=1. Procedure: 2-Nitro-3-(diethylphosphonomethyl)aniline (3.2 gm) in ethanol (60 mL) was combined with 10% Pd on carbon and concentrated HCl (ca. 1 mL) and hydrogenated at 55 psi for 3 hours. Additional ethanol was added and the mixture filtered through diatomaceous earth and concentrated to a solid. The solid was combined with 6N HCl and heated to reflux for 16 hours. The reaction was concentrated to a reddish solid combined with water and reconcentrated. The solid was then combined with glyoxalic acid (1.4 g... The reagents and catalysts are [OH-].[OH-].[Pd+2] (Pd(OH)2). The product is C1N(CCC2CCNCC12)C(=O)OC(C)(C)C (tert-butyl octahydro-2,7-naphthyridine-2(1H)-carboxylate). Starting materials: C1N(CCC2=CC=NC=C12)C(=O)OC(C)(C)C (tert-butyl 3,4-dihydro-2,7-naphthyridine-2(1H)-carboxylate). Reported procedure: A suspension of tert-butyl 3,4-dihydro-2,7-naphthyridine-2(1H)-carboxylate (1.00 g, 4.27 mmol, 1 eq) and Pd(OH)2 (400 mg, 0.1 eq) in 150 mL of acetic acid was heated at 80° C. overnight under Hz, then cooled to room temperature, filtered and concentrated in vacuo. To this, 100 mL of water was added. The mixture was adjusted to pH 7-8 with NH3—H2O, extracted with CH2Cl2 (50 mL×3). The organic layer was dried over anhydrous Na2SO4 and concentrated in vacuo, and the residue was purified by a silica... The yield is 68.2%. The solvent is C(C)(=O)O (acetic acid). Reaction SMILES: [CH2:1]1[C:10]2[C:5](=[CH:6][CH:7]=[N:8][CH:9]=2)[CH2:4][CH2:3][N:2]1[C:11]([O:13][C:14]([CH3:17])([CH3:16])[CH3:15])=[O:12]>C(O)(=O)C.[OH-].[OH-].[Pd+2]>[CH2:1]1[CH:10]2[CH:5]([CH2:6][CH2:7][NH:8][CH2:9]2)[CH2:4][CH2:3][N:2]1[C:11]([O:13][C:14]([CH3:17])([CH3:16])[CH3:15])=[O:12] |f:2.3.4|. Reaction conditions: temperature 80 celsius. Yields the product CC(CN=[N+]=[N-])C(O[Si](C)(C)C(C)(C)C)C(O)CO. Reaction SMILES: [CH3:40][OH:41].[N:1](=[N+:2]=[N-:3])[CH2:4][CH:5]([CH:6]([O:7][Si:8]([CH3:9])([CH3:10])[C:11]([CH3:12])([CH3:13])[CH3:14])[CH:15]1[O:16][C:17]([CH3:20])([CH3:21])[O:18][CH2:19]1)[CH3:22].[c:23]1([CH3:24])[cH:25][cH:26][c:27]([S:28]([O-:29])(=[O:30])=[O:31])[cH:32][cH:33]1.[nH+:34]1[cH:35][cH:36][cH:37][cH:38][cH:39]1>>[N:1](=[N+:2]=[N-:3])[CH2:4][CH:5]([CH:6]([O:7][Si:8]([CH3:9])([CH3:10])[C:11]([CH3:12])([CH3:13])[CH3:14])[CH:15]([OH:16])[CH2:19][OH:18])[CH3:22]. Starting materials: CO, CC(CN=[N+]=[N-])C(O[Si](C)(C)C(C)(C)C)C1COC(C)(C)O1, Cc1ccc(S(=O)(=O)[O-])cc1, c1cc[nH+]cc1.